This data is from the Open Reaction Database (ORD), a public repository of structured organic reaction records. The task is: describe an organic reaction: reactants, conditions, products, and yield The reactants are BrBr, COc1cc(C(C)=O)cc(OC)c1Br, ClCCl, [Na+], O=C([O-])O. Product: COc1cc(C(=O)CBr)cc(OC)c1Br. RXN SMILES: [Br:15][Br:16].[Br:1][c:2]1[c:3]([O:13][CH3:14])[cH:4][c:5]([C:10]([CH3:11])=[O:12])[cH:6][c:7]1[O:8][CH3:9].[Cl:22][CH2:23][Cl:24].[Na+:21].[O-:17][C:18]([OH:19])=[O:20]>>[Br:1][c:2]1[c:3]([O:13][CH3:14])[cH:4][c:5]([C:10]([CH2:11][Br:15])=[O:12])[cH:6][c:7]1[O:8][CH3:9]. The reactants are ClC=1C=C(C=CC1N1CC=2C(=C3C(=C(C2C1=O)OCC)C=CC=C3)OC(F)F)CC(=O)OCC (Ethyl {3-chloro-4-[4-[(difluoromethyl)oxy]-9-(ethyloxy)-1-oxo-1,3-dihydro-2H-benzo[f]isoindol-2-yl]phenyl}acetate), [OH-].[Na+] (sodium hydroxide). Solvent: C(C)O (ethanol). The product is ClC=1C=C(C=CC1N1CC=2C(=C3C(=C(C2C1=O)OCC)C=CC=C3)OC(F)F)CC(=O)O ({3-Chloro-4-[4-[(difluoromethyl)oxy]-9-(ethyloxy)-1-oxo-1,3-dihydro-2H-benzo[f]isoindol-2-yl]phenyl}acetic acid). Isolated yield 94.1%. RXN SMILES: [Cl:1][C:2]1[CH:3]=[C:4]([CH2:29][C:30]([O:32]CC)=[O:31])[CH:5]=[CH:6][C:7]=1[N:8]1[C:16](=[O:17])[C:15]2[C:14]([O:18][CH2:19][CH3:20])=[C:13]3[CH:21]=[CH:22][CH:23]=[CH:24][C:12]3=[C:11]([O:25][CH:26]([F:28])[F:27])[C:10]=2[CH2:9]1.[OH-].[Na+]>C(O)C>[Cl:1][C:2]1[CH:3]=[C:4]([CH2:29][C:30]([OH:32])=[O:31])[CH:5]=[CH:6][C:7]=1[N:8]1[C:16](=[O:17])[C:15]2[C:14]([O:18][CH2:19][CH3:20])=[C:13]3[CH:21]=[CH:22][CH:23]=[CH:24][C:12]3=[C:11]([O:25][CH:26]([F:28])[F:27])[C:10]=2[CH2:9]1 |f:1.2|. Procedure details: Ethyl {3-chloro-4-[4-[(difluoromethyl)oxy]-9-(ethyloxy)-1-oxo-1,3-dihydro-2H-benzo[f]isoindol-2-yl]phenyl}acetate (0.141 g, 0.288 mmol) was heated to reflux in a 1:1 mixture of 2N sodium hydroxide:ethanol (6 ml) for 1.5 hours. The reaction was cooled to room temperature. The ethanol was evaporated and the mixture acidified with 2N aqueous hydrochloric acid. The resulting white solid was collected by filtration, washed with water and dried under vacuum to give the title compound (0.125 g, 0.271 m... Reactants: COCC1CC(NC(=O)OC(C)(C)C)CCC1NC(=O)OCc1ccccc1, CO. Product: COCC1CC(NC(=O)OC(C)(C)C)CCC1N. Reaction SMILES: [C:1]([CH3:2])([CH3:3])([CH3:4])[O:5][C:6]([NH:7][CH:8]1[CH2:9][CH:10]([CH2:25][O:26][CH3:27])[CH:11]([NH:14][C:15]([O:16][CH2:17][c:18]2[cH:19][cH:20][cH:21][cH:22][cH:23]2)=[O:24])[CH2:12][CH2:13]1)=[O:28].[CH3:29][OH:30]>>[C:1]([CH3:2])([CH3:3])([CH3:4])[O:5][C:6]([NH:7][CH:8]1[CH2:9][CH:10]([CH2:25][O:26][CH3:27])[CH:11]([NH2:14])[CH2:12][CH2:13]1)=[O:28]. The reactants are Cl.Cl.C(C1=CC=CC=C1)N(C)CC1CN(CCO1)CC1=CC=CC=C1 (2-(N-benzyl-N-methylaminomethyl)-4-benzylmorpholine dihydrochloride), C(C)O (ethanol). Reagents/catalysts: [C].[Pd] (palladium-carbon). The solvent is O (water). Yields the product O.Cl.Cl.CNCC1CNCCO1 (2-(methylaminomethyl)morpholine dihydrochloride monohydrate). RXN SMILES: [ClH:1].Cl.[CH2:3]([N:10]([CH2:12][CH:13]1[O:18][CH2:17][CH2:16][N:15](CC2C=CC=CC=2)[CH2:14]1)C)C1C=CC=CC=1.C(O)C>[C].[Pd].O>[OH2:18].[ClH:1].[ClH:1].[CH3:3][NH:10][CH2:12][CH:13]1[O:18][CH2:17][CH2:16][NH:15][CH2:14]1 |f:0.1.2,4.5,7.8.9.10|. Procedure details: A mixture of 58 g of 2-chloromethyl-4-benzylmorpholine, 62.3 g of N-benzyl-N-methylamine and 38.6 g of sodium iodide in 220 ml of dimethylformamide is refluxed under stirring at 140° C. for 6 hours. After completion of the reaction, the dimethylformamide is distilled off under reduced pressure, water is added to the residue and the mixture is subjected to extraction with ethyl acetate. After washing with water, the resultant mixture is dried over anhydrous magnesium sulfate and the solvent is di... Reactants: FC(S(=O)(=O)OC1=C(C2=C(N=C(S2)C2CC2)C=C1C)Br)(F)F (7-bromo-2-cyclopropyl-5-methylbenzo[d]thiazol-6-yl trifluoromethanesulfonate), C(CCC)C(=C(CCCC)CCCC)[Sn] (tributylvinyltin), [Li+].[Cl-] (LiCl). Reagents/catalysts: Cl[Pd]([P](C1=CC=CC=C1)(C2=CC=CC=C2)C3=CC=CC=C3)([P](C4=CC=CC=C4)(C5=CC=CC=C5)C6=CC=CC=C6)Cl (PdCl2(PPh3)2). Run in CN(C)C=O (DMF). Product: BrC1=C(C(=CC=2N=C(SC21)C2CC2)C)C=C (7-bromo-2-cyclopropyl-5-methyl-6-vinylbenzo[d]thiazole). RXN SMILES: FC(F)(F)S(O[C:7]1[C:18]([CH3:19])=[CH:17][C:10]2[N:11]=[C:12]([CH:14]3[CH2:16][CH2:15]3)[S:13][C:9]=2[C:8]=1[Br:20])(=O)=O.[CH2:23](C([Sn])=C(CCCC)CCCC)[CH2:24]CC.[Li+].[Cl-]>CN(C=O)C.Cl[Pd](Cl)([P](C1C=CC=CC=1)(C1C=CC=CC=1)C1C=CC=CC=1)[P](C1C=CC=CC=1)(C1C=CC=CC=1)C1C=CC=CC=1>[Br:20][C:8]1[C:9]2[S:13][C:12]([CH:14]3[CH2:16][CH2:15]3)=[N:11][C:10]=2[CH:17]=[C:18]([CH3:19])[C:7]=1[CH:23]=[CH2:24] |f:2.3,^1:24,47,66|. Procedure details: To a solution of 7-bromo-2-cyclopropyl-5-methylbenzo[d]thiazol-6-yl trifluoromethanesulfonate (16) (410 mg, 0.988 mmol) in DMF (4 ml), was added tributylvinyltin (0.43 ml, 1.47 mmol), LiCl (125 mg, 2.94 mmol) and PdCl2(PPh3)2 (70 mg, 0.096 mmol). The reaction mixture was reacted at 80° C. overnight. The reaction was cooled down, washed by saturated NaHCO3 solution, extracted by EtOAc. The organic phase was combined, dry over MgSO4, filtered, concentrated and purified by silica gel column, elutin... The reactants are N1C=C(C2=CC=CC=C12)C1CCC(CC1)=O (4-(1H-3-Indolyl)-cyclohexanone), O1CCOC12CCC(CC2)C2=CNC1=CC=C(C=C21)Br (3-(1,4-dioxa-spiro[4,5]dec-8-yl)-5-bromo-1H-indole). Yields the product BrC=1C=C2C(=CNC2=CC1)C1CCC(CC1)=O (4-(5-Bromo-1H-3-indolyl)-cyclohexanone). The yield is 84.4%. As a reaction SMILES: N1C2C(=CC=CC=2)C(C2CCC(=O)CC2)=C1.O1[C:21]2([CH2:26][CH2:25][CH:24]([C:27]3[C:35]4[C:30](=[CH:31][CH:32]=[C:33]([Br:36])[CH:34]=4)[NH:29][CH:28]=3)[CH2:23][CH2:22]2)[O:20]CC1>>[Br:36][C:33]1[CH:34]=[C:35]2[C:30](=[CH:31][CH:32]=1)[NH:29][CH:28]=[C:27]2[CH:24]1[CH2:23][CH2:22][C:21](=[O:20])[CH2:26][CH2:25]1. Procedure details: This compound was prepared in the manner described above for intermediate 3a by replacing 3-(1,4-dioxa-spiro[4,5]dec-8-yl)-1H-indole with 3-(1,4-dioxa-spiro[4,5]dec-8-yl)-5-bromo-1H-indole (4.5 g) to afford 3.3 g (84%) of the title compound as a white solid: MS EI m/e 291 (M+). The reactants are N([C@@H](CC1=CNC2=CC=CC=C12)C(=O)NCC1=CC=CC=C1)C(=O)OCC1=CC=CC=C1 (Cbz-Trp-NHBn). Reagents/catalysts: [Pd] (Pd/C). Solvent: CO (MeOH). The product is N[C@@H](CC1=CNC2=CC=CC=C12)C(=O)NCC1=CC=CC=C1 (Trp-NHBn). The yield is 94.8%. RXN SMILES: [NH:1](C(OCC1C=CC=CC=1)=O)[C@H:2]([C:13]([NH:15][CH2:16][C:17]1[CH:22]=[CH:21][CH:20]=[CH:19][CH:18]=1)=[O:14])[CH2:3][C:4]1[C:12]2[C:7](=[CH:8][CH:9]=[CH:10][CH:11]=2)[NH:6][CH:5]=1>CO.[Pd]>[NH2:1][C@H:2]([C:13]([NH:15][CH2:16][C:17]1[CH:22]=[CH:21][CH:20]=[CH:19][CH:18]=1)=[O:14])[CH2:3][C:4]1[C:12]2[C:7](=[CH:8][CH:9]=[CH:10][CH:11]=2)[NH:6][CH:5]=1. Procedure: A solution of 2.20 g (5.15 mmol) Cbz-Trp-NHBn in 60 mL of MeOH was subjected to hydrogenolysis over Pd/C to give 1.43 g (4.88 mmol, 95%) of Trp-NHBn. Characteristic analytical data are as follows: mp 112°-114° C.; 1H NMR (300 MHz, CDCl3) δ8.40-7.00 (m, 11H, Ar), 4.44 (d, J=6 Hz, 2H, CH2 --N), 3.77 (dd, J=4 Hz, 9H, H-α), 3.42 (dd, J=4, 14 Hz, 1H, H-β), 2.98 (dd, J=9, 14 Hz, 1H, H-β); mass spectrum (EI), m/e 293 (M+), 277 (M+ -NH2), 130 (M+ --H2N--CH--CONH--Bn); [α]25D +42.1° (c=1.02, MeOH). Starting materials: C([O-])([O-])=O.[K+].[K+] (potassium carbonate), C1(=CC=CC=C1)O (phenol), FC=1C=CC(=C(C1)C)[N+](=O)[O-] (5-fluoro-2-nitrotoluene). Solvent: CN(C(C)=O)C (N,N-dimethylacetamide). Run at temperature 20 celsius. Product: [N+](=O)([O-])C1=C(C=C(C=C1)OC1=CC=CC=C1)C (2-Nitro-5-phenoxytoluene). As a reaction SMILES: [C:1]1([OH:7])[CH:6]=[CH:5][CH:4]=[CH:3][CH:2]=1.C(=O)([O-])[O-].[K+].[K+].F[C:15]1[CH:16]=[CH:17][C:18]([N+:22]([O-:24])=[O:23])=[C:19]([CH3:21])[CH:20]=1>CN(C)C(=O)C>[N+:22]([C:18]1[CH:17]=[CH:16][C:15]([O:7][C:1]2[CH:6]=[CH:5][CH:4]=[CH:3][CH:2]=2)=[CH:20][C:19]=1[CH3:21])([O-:24])=[O:23] |f:1.2.3|. Procedure: 14.1 g (150 mmol) of phenol were dissolved in 120 ml of anhydrous N,N-dimethylacetamide, while stirring, 20.6 g (150 mmol) of finely powdered potassium carbonate were added and the mixture was stirred at 70°-80° C. for 30 minutes. After cooling to 20° C., 23.25 g (18.3 ml, 150 mmol) of 5-fluoro-2-nitrotoluene were added dropwise, the mixture was heated at 135°-140° C. for 2 hours and, after cooling, concentrated in vacuo, the residue was introduced into ice and the crystalline product was filter...